Task: describe an organic reaction: reactants, conditions, products, and yield. Dataset: the Open Reaction Database (ORD), a public repository of structured organic reaction records The reactants are CC1=C2C=C(N=NC2=CC=C1)C1=CC=CC=C1 (5-Methyl-3-phenylcinnoline), [Se](=O)=O (selenium dioxide). Run in C1=CC=CC2=CC=CC=C12 (naphthalene). Product: C1(=CC=CC=C1)C=1N=NC=2C=CC=C(C2C1)C=O (3-Phenyl-5-cinnolinecarboxaldehyde). The yield is 42.7%. Reaction SMILES: [CH3:1][C:2]1[CH:11]=[CH:10][CH:9]=[C:8]2[C:3]=1[CH:4]=[C:5]([C:12]1[CH:17]=[CH:16][CH:15]=[CH:14][CH:13]=1)[N:6]=[N:7]2.[Se](=O)=[O:19]>C1C2C(=CC=CC=2)C=CC=1>[C:12]1([C:5]2[N:6]=[N:7][C:8]3[CH:9]=[CH:10][CH:11]=[C:2]([CH:1]=[O:19])[C:3]=3[CH:4]=2)[CH:17]=[CH:16][CH:15]=[CH:14][CH:13]=1. Reported procedure: 1.65 g (7.5 mmol) of the compound from Example VIII are stirred for 6 h at 200° C. with 1.85 g of selenium dioxide in 17 g of naphthalene. After chromatography on silica gel, 0.75 g (43%) of the title compound is obtained. In some batches, it is necessary to stop the reaction before complete conversion of the starting material, since byproducts increasingly occur. M.p.: 156°-157° C. Starting materials: CC(C)(C)ON=C(c1cc(Br)ccc1O)c1ncccc1C#N, ClC(Cl)Cl, O=C(OO)c1cccc(Cl)c1, [Na+], [Na+], O=S([O-])[O-]. Product: CC(C)(C)ON=C(c1cc(Br)ccc1O)c1c(C#N)ccc[n+]1[O-]. Reaction SMILES: [C:1]([CH3:2])([CH3:3])([CH3:4])[O:5][N:6]=[C:7]([c:8]1[c:9]([OH:15])[cH:10][cH:11][c:12]([Br:14])[cH:13]1)[c:16]1[n:17][cH:18][cH:19][cH:20][c:21]1[C:22]#[N:23].[CH:41]([Cl:42])([Cl:43])[Cl:44].[Cl:24][c:25]1[cH:26][cH:27][cH:28][c:29]([C:30]([O:31][OH:33])=[O:32])[cH:34]1.[Na+:39].[Na+:40].[S:35]([O-:36])([O-:37])=[O:38]>>[C:1]([CH3:2])([CH3:3])([CH3:4])[O:5][N:6]=[C:7]([c:8]1[c:9]([OH:15])[cH:10][cH:11][c:12]([Br:14])[cH:13]1)[c:16]1[n+:17]([O-:32])[cH:18][cH:19][cH:20][c:21]1[C:22]#[N:23]. Reactants: COC=1C=C2CCC(C2=CC1)CC(=O)OCC (ethyl 2-(5-methoxy-2,3-dihydro-1H-inden-1-yl)acetate), B(Br)(Br)Br (BBr3). Solvent: ClCCl (dichloromethane). Run at temperature 30 celsius, time 15 minute. Yields the product OC=1C=C2CCC(C2=CC1)CC(=O)OCC (Ethyl 2-(5-hydroxy-2,3-dihydro-1H-inden-1-yl)acetate). Reaction SMILES: C[O:2][C:3]1[CH:4]=[C:5]2[C:9](=[CH:10][CH:11]=1)[CH:8]([CH2:12][C:13]([O:15][CH2:16][CH3:17])=[O:14])[CH2:7][CH2:6]2.B(Br)(Br)Br>ClCCl>[OH:2][C:3]1[CH:4]=[C:5]2[C:9](=[CH:10][CH:11]=1)[CH:8]([CH2:12][C:13]([O:15][CH2:16][CH3:17])=[O:14])[CH2:7][CH2:6]2. Reported procedure: Into a 100-mL 3-necked round-bottom flask purged and maintained with an inert atmosphere of nitrogen, was placed ethyl 2-(5-methoxy-2,3-dihydro-1H-inden-1-yl)acetate (200 mg, 0.85 mmol, 1.00 equiv), dichloromethane (5 mL). This was followed by the addition of BBr3 (1 mL) at −78° C. The resulting solution was stirred for 15 min at 30° C. The reaction was then quenched by the addition of 5 mL of water/ice. The resulting solution was extracted with 3×10 mL of ethyl acetate and the organic layers co... Starting materials: CNCCO (N-methylethanolamine), [N+](=O)([O-])C1=CC=C(C=C1)F (p-nitrofluorobenzene), C(=O)([O-])[O-].[K+].[K+] (K2CO3), O (water). Reagents/catalysts: CCCCCCCC[N+](C)(CCCCCCCC)CCCCCCCC.[Cl-] (tricaprylmethylammonium chloride). The solvent is CN(C=O)C (dimethylformamide). Yields the product [N+](=O)([O-])C1=CC=C(C=C1)N(C)CCO (2-[N-(p-nitrophenyl)-N-methylamino]-ethanol). Isolated yield 74.5%. As a reaction SMILES: [CH3:1][NH:2][CH2:3][CH2:4][OH:5].[N+:6]([C:9]1[CH:14]=[CH:13][C:12](F)=[CH:11][CH:10]=1)([O-:8])=[O:7].C([O-])([O-])=O.[K+].[K+].O>CCCCCCCC[N+](CCCCCCCC)(CCCCCCCC)C.[Cl-].CN(C)C=O>[N+:6]([C:9]1[CH:14]=[CH:13][C:12]([N:2]([CH2:3][CH2:4][OH:5])[CH3:1])=[CH:11][CH:10]=1)([O-:8])=[O:7] |f:2.3.4,6.7|. Procedure details: 5.25 g of N-methylethanolamine, 11.2 g of p-nitrofluorobenzene, 9.7 g of K2CO3 and 2 drops of tricaprylmethylammonium chloride in 70 ml of dimethylformamide were heated at 95° C. for 3 days. The resulting reaction mixture was poured onto 350 ml of water. The precipitated product was filtered off under suction, after which the aqueous phase was extracted with toluene. After drying and evaporating down the toluene solution, the two product fractions were combined and recrystallized from ethanol/wa... Reactants: compound, NC1=CC=C(C=C1)C=1C=C2CN(C(C2=CC1)=O)[C@H](C(=O)OC)C(C)C ((S)-Methyl 2-(5-(4-aminophenyl)-1-oxoisoindolin-2-yl)-3-methylbutanoate), FC1=C(C(=O)Br)C=CC(=C1)F (2,4-difluoro benzoyl bromide), compound, compound. Yields the product FC1=C(C(=O)NC2=CC=C(C=C2)C=2C=C3CN(C(C3=CC2)=O)[C@H](C(=O)OC)C(C)C)C=CC(=C1)F ((S)-Methyl 2-(5-(4-(2,4-difluorobenzamido)phenyl)-1-oxoisoindolin-2-yl)-3-methylbutanoate). RXN SMILES: [NH2:1][C:2]1[CH:7]=[CH:6][C:5]([C:8]2[CH:9]=[C:10]3[C:14](=[CH:15][CH:16]=2)[C:13](=[O:17])[N:12]([C@@H:18]([CH:23]([CH3:25])[CH3:24])[C:19]([O:21][CH3:22])=[O:20])[CH2:11]3)=[CH:4][CH:3]=1.[F:26][C:27]1[CH:35]=[C:34]([F:36])[CH:33]=[CH:32][C:28]=1[C:29](Br)=[O:30]>>[F:26][C:27]1[CH:35]=[C:34]([F:36])[CH:33]=[CH:32][C:28]=1[C:29]([NH:1][C:2]1[CH:7]=[CH:6][C:5]([C:8]2[CH:9]=[C:10]3[C:14](=[CH:15][CH:16]=2)[C:13](=[O:17])[N:12]([C@@H:18]([CH:23]([CH3:25])[CH3:24])[C:19]([O:21][CH3:22])=[O:20])[CH2:11]3)=[CH:4][CH:3]=1)=[O:30]. Procedure details: The compound of example 316 was prepared analogous to compound of example 304 by reaction of compound of example 223 with 2,4-difluoro benzoyl bromide. The compound of example 316 was used directly without isolation, for the preparation of compound of example 317. Reactants: O=C1CCC(=O)N1Br, COCOc1cc(OC)c(OC)cc1-c1nc2c(C)cccc2o1, ClC(Cl)(Cl)Cl, CC(C)(C#N)N=NC(C)(C)C#N, N#N. The product is COCOc1cc(OC)c(OC)cc1-c1nc2c(CBr)cccc2o1. Reaction SMILES: [Br:25][N:26]1[C:27](=[O:28])[CH2:29][CH2:30][C:31]1=[O:32].[CH3:1][O:2][c:3]1[cH:4][c:5]([O:21][CH2:22][O:23][CH3:24])[c:6](-[c:11]2[o:12][c:13]3[c:14]([n:15]2)[c:16]([CH3:20])[cH:17][cH:18][cH:19]3)[cH:7][c:8]1[O:9][CH3:10].[Cl:47][C:48]([Cl:49])([Cl:50])[Cl:51].[N:33]#[C:34][C:35]([N:36]=[N:37][C:38]([C:39]#[N:40])([CH3:41])[CH3:42])([CH3:43])[CH3:44].[N:45]#[N:46]>>[CH3:1][O:2][c:3]1[cH:4][c:5]([O:21][CH2:22][O:23][CH3:24])[c:6](-[c:11]2[o:12][c:13]3[c:14]([n:15]2)[c:16]([CH2:20][Br:25])[cH:17][cH:18][cH:19]3)[cH:7][c:8]1[O:9][CH3:10]. The reactants are COC1=CC=C2C=C(C(NC2=C1OCCCCC)=O)C(=O)O (7-Methoxy-2-oxo-8-pentyloxy-1,2-dihydroquinoline-3-carboxylic acid), 1-ethyl-3-(3-dimethyl-aminopropyl)carbodiimide hydrochloride, CN(C=O)C (dimethylformamide), 2-1,2-pyridine-4-ylethylamine, O.ON1N=NC2=C1C=CC=C2 (1-hydroxybenzotriazole hydrate), C(C)(=O)OCC (ethyl acetate), C(O)([O-])=O.[Na+] (sodium hydrogencarbonate). Reaction conditions: time 5 hour. Product: N1=CC=C(C=C1)CCNC(=O)C=1C(NC2=C(C(=CC=C2C1)OC)OCCCCC)=O (7-Methoxy-2-oxo-8-pentyloxy-1,2-dihydroquinoline-3-carboxylic Acid (2-Pyridine-4-ylethyl)amide). RXN SMILES: [CH3:1][O:2][C:3]1[C:12]([O:13][CH2:14][CH2:15][CH2:16][CH2:17][CH3:18])=[C:11]2[C:6]([CH:7]=[C:8]([C:20]([OH:22])=O)[C:9](=[O:19])[NH:10]2)=[CH:5][CH:4]=1.O.O[N:25]1[C:29]2[CH:30]=[CH:31][CH:32]=[CH:33]C=2N=N1.C(O[CH2:38][CH3:39])(=O)C.C(=O)([O-])O.[Na+].C[N:46](C)C=O>>[N:46]1[CH:33]=[CH:32][C:31]([CH2:30][CH2:29][NH:25][C:20]([C:8]2[C:9](=[O:19])[NH:10][C:11]3[C:6]([CH:7]=2)=[CH:5][CH:4]=[C:3]([O:2][CH3:1])[C:12]=3[O:13][CH2:14][CH2:15][CH2:16][CH2:17][CH3:18])=[O:22])=[CH:39][CH:38]=1 |f:1.2,4.5|. Procedure: 7-Methoxy-2-oxo-8-pentyloxy-1,2-dihydroquinoline-3-carboxylic acid (30.0 mg) obtained in Example 2-1,2-pyridine-4-ylethylamine (36.0 mg), and 1-hydroxybenzotriazole hydrate (17.3 mg) were dissolved in dimethylformamide (2 ml), and 1-ethyl-3-(3-dimethyl-aminopropyl)carbodiimide hydrochloride (24.5 mg) was successively added to this solution while being cooled with ice. After the reaction solution was stirred at room temperature for 5 hours, ethyl acetate (3 ml) and a saturated aqueous solution of...